This data is from the Open Reaction Database (ORD), a public repository of structured organic reaction records. The task is: describe an organic reaction: reactants, conditions, products, and yield The reactants are O=C(Cl)OCc1ccccc1, CNc1ccc([N+](=O)[O-])cc1O, [Ca+2], O=C([O-])[O-], C1COCCO1. Yields the product CN(C(=O)OCc1ccccc1)c1ccc([N+](=O)[O-])cc1O. RXN SMILES: [CH2:1]([c:2]1[cH:3][cH:4][cH:5][cH:6][cH:7]1)[O:8][C:9](=[O:10])[Cl:11].[CH3:12][NH:13][c:14]1[c:15]([OH:23])[cH:16][c:17]([N+:20](=[O:21])[O-:22])[cH:18][cH:19]1.[Ca+2:24].[O-:25][C:26](=[O:27])[O-:28].[O:29]1[CH2:30][CH2:31][O:32][CH2:33][CH2:34]1>>[CH2:1]([c:2]1[cH:3][cH:4][cH:5][cH:6][cH:7]1)[O:8][C:9](=[O:10])[N:13]([CH3:12])[c:14]1[c:15]([OH:23])[cH:16][c:17]([N+:20](=[O:21])[O-:22])[cH:18][cH:19]1. The reactants are C(=O)=O (CO2), C(=O)=O (CO2), C(C)(=O)C1=C(OC(C2=C1C=CC=C2)=O)N[C@@H](CC)C2=CC=CC=C2 (4-acetyl-3-((S)-1-phenyl-propylamino)-2-benzopyran-1-one), C(NN)(=O)OC(C)(C)C (tert-butyl carbazate), C(C)(C)(C)OC(NN1C(C2=CC=CC=C2C(=C1C)C(N[C@@H](CC)C1=CC=CC=C1)=O)=O)=O ([3-methyl-1-oxo-4-((S)-1-phenyl-propylcarbamoyl)-1H-isoquinolin-2-yl]-carbamic acid tert-butyl ester). The solvent is C(C)#N (acetonitrile). Reaction conditions: temperature 180 celsius. Product: C1(=CC=CC=C1)[C@H](CC)NC(=O)C1=C(N(C(C2=CC=CC=C12)=O)N)C (2-Amino-3-methyl-1-oxo-1,2-dihydro-isoquinoline-4-carboxylic acid ((S)-1 phenyl-propyl)-amide). Isolated yield 67.9%. As a reaction SMILES: C(C1C2C=CC=CC=2C(=O)OC=1N[C@H](C1C=CC=CC=1)CC)(=O)C.C(OC(C)(C)C)(=O)NN.C(OC(=O)[NH:40][N:41]1[C:50]([CH3:51])=[C:49]([C:52](=[O:63])[NH:53][C@H:54]([C:57]2[CH:62]=[CH:61][CH:60]=[CH:59][CH:58]=2)[CH2:55][CH3:56])[C:48]2[C:43](=[CH:44][CH:45]=[CH:46][CH:47]=2)[C:42]1=[O:64])(C)(C)C.C(=O)=O>C(#N)C>[C:57]1([C@@H:54]([NH:53][C:52]([C:49]2[C:48]3[C:43](=[CH:44][CH:45]=[CH:46][CH:47]=3)[C:42](=[O:64])[N:41]([NH2:40])[C:50]=2[CH3:51])=[O:63])[CH2:55][CH3:56])[CH:62]=[CH:61][CH:60]=[CH:59][CH:58]=1. Procedure: A solution of 4-acetyl-3-((S)-1-phenyl-propylamino)-2-benzopyran-1-one (4.330 g, 13.47 mmol) and tert-butyl carbazate (1.959 g, 14.82 mmol) in acetonitrile (20 mL) was heated under microwave irradiation at 140° C. for 30 min. LC-MS the formation of the intermediate [3-methyl-1-oxo-4-((S)-1-phenyl-propylcarbamoyl)-1H-isoquinolin-2-yl]-carbamic acid tert-butyl ester as a major component (tR=1.36, UV 60%, ELSD 95%.). Then it was heated under microwave irradiation at 180° C. for total of 30 min (cau... Starting materials: Br[Si](CC)(CC)CC (bromotriethylsilane), O1C(C1)C1=CC=C(C=C1)C1=NOC(=N1)C1=NOC(=C1CCC)C1=CC=CC=C1 (3-(4-(oxiran-2-yl)phenyl)-5-(5-phenyl-4-propylisoxazol-3-yl)-1,2,4-oxadiazole), 1C. Solvent: C1CCOC1 (THF). Reaction conditions: temperature -78 celsius, time 1 hour. Product: BrCC(O)C1=CC=C(C=C1)C1=NOC(=N1)C1=NOC(=C1CCC)C1=CC=CC=C1 (2-Bromo-1-(4-(5-(5-phenyl-4-propylisoxazol-3-yl)-1,2,4-oxadiazol-3-yl)phenyl)ethanol). Reaction SMILES: [O:1]1[CH2:3][CH:2]1[C:4]1[CH:9]=[CH:8][C:7]([C:10]2[N:14]=[C:13]([C:15]3[C:19]([CH2:20][CH2:21][CH3:22])=[C:18]([C:23]4[CH:28]=[CH:27][CH:26]=[CH:25][CH:24]=4)[O:17][N:16]=3)[O:12][N:11]=2)=[CH:6][CH:5]=1.[Br:29][Si](CC)(CC)CC>C1COCC1>[Br:29][CH2:3][CH:2]([C:4]1[CH:9]=[CH:8][C:7]([C:10]2[N:14]=[C:13]([C:15]3[C:19]([CH2:20][CH2:21][CH3:22])=[C:18]([C:23]4[CH:28]=[CH:27][CH:26]=[CH:25][CH:24]=4)[O:17][N:16]=3)[O:12][N:11]=2)=[CH:6][CH:5]=1)[OH:1]. Procedure details: To a mixture of 3-(4-(oxiran-2-yl)phenyl)-5-(5-phenyl-4-propylisoxazol-3-yl)-1,2,4-oxadiazole (205 mg, 0.549 mmol) in THF (5 mL) at −78° C. was slowly added bromotriethylsilane (100 μL, 0.582 mmol). The reaction mixture was stirred for 1 hour at −78° C. LC/MS was employed to determine extent of reaction. An aliquot was removed and concentrated in vacuo. Crude NMR indicated mostly desired regioisomer. The reaction was quenched with water and extracted with EtOAc. The organic layer was dried with ... Starting materials: CCOC(=O)CCCCCCC(CCCC(O)COc1cccc(C(F)(F)F)c1)C(C)=O, CO, [Na+], [OH-], O. Product: CC(=O)C(CCCCCCC(=O)O)CCCC(O)COc1cccc(C(F)(F)F)c1. Reaction SMILES: [C:1]([CH3:2])(=[O:3])[CH:4]([CH2:5][CH2:6][CH2:7][CH2:8][CH2:9][CH2:10][C:11](=[O:12])[O:13][CH2:14][CH3:15])[CH2:16][CH2:17][CH2:18][CH:19]([CH2:20][O:21][c:22]1[cH:23][c:24]([C:28]([F:29])([F:30])[F:31])[cH:25][cH:26][cH:27]1)[OH:32].[CH3:36][OH:37].[Na+:34].[OH-:33].[OH2:35]>>[C:1]([CH3:2])(=[O:3])[CH:4]([CH2:5][CH2:6][CH2:7][CH2:8][CH2:9][CH2:10][C:11](=[O:12])[OH:13])[CH2:16][CH2:17][CH2:18][CH:19]([CH2:20][O:21][c:22]1[cH:23][c:24]([C:28]([F:29])([F:30])[F:31])[cH:25][cH:26][cH:27]1)[OH:32]. Starting materials: Cl (HCl), CC(CCNC(=O)C1(CCCC1)C(=O)OC)C (methyl 1-[N-(3-methylbutyl)-carbamoyl]-cyclopentanecarboxylate), [OH-].[Na+] (NaOH). Run in O (water), C1CCOC1 (THF). Run at temperature 75 celsius, time 5 hour. Yields the product CC(CCNCC1(CCCC1)CO)C (({[(3-methylbutyl)amino]methyl}cyclopentyl)methan-1-ol). As a reaction SMILES: [CH3:1][CH:2]([CH3:17])[CH2:3][CH2:4][NH:5][C:6]([C:8]1([C:13](OC)=[O:14])[CH2:12][CH2:11][CH2:10][CH2:9]1)=O.Cl.[OH-].[Na+]>C1COCC1.O>[CH3:1][CH:2]([CH3:17])[CH2:3][CH2:4][NH:5][CH2:6][C:8]1([CH2:13][OH:14])[CH2:9][CH2:10][CH2:11][CH2:12]1 |f:2.3|. Reported procedure: To a solution of methyl 1-[N-(3-methylbutyl)-carbamoyl]-cyclopentanecarboxylate (900 mg, 3.7 mmol) in THF at rt was added BH3/THF complex ) 7.4 mL, 7.4 mmol) and stirred at 75° C. for 5 hours. To this reaction mixture was added 6N HCl (10 mL) and the mixture was further stirred for 30 min before the solution was neutralized by 1N NaOH. The solution was diluted with water and extracted with EtOAc. The combined extracts were dried over magnesium sulfate, and concentrated to a crude oil (700 mg, 95...